This data is from the Open Reaction Database (ORD), a public repository of structured organic reaction records. The task is: describe an organic reaction: reactants, conditions, products, and yield The reactants are COC(=O)[C@H]1N(C[C@@H](C1)S(=O)(=O)C1=C(C=C(C=C1)F)C(F)(F)F)C(CC(C)=O)=O ((2S,4R)-4-(4-fluoro-2-trifluoromethyl-benzenesulfonyl)-1-(3-oxo-butyryl)-pyrrolidine-2-carboxylic acid methyl ester), COC=1C=CC(=CC1)P2(=S)SP(=S)(S2)C=3C=CC(=CC3)OC (Lawesson's reagent). Yields the product COC(=O)[C@H]1N(C[C@@H](C1)S(=O)(=O)C1=C(C=C(C=C1)F)C(F)(F)F)C(CC(C)=O)=S ((2S,4R)-4-(4-Fluoro-2-trifluoromethyl-benzenesulfonyl)-1-(3-oxo-thiobutyryl)-pyrrolidine-2-carboxylic acid methyl ester). RXN SMILES: [CH3:1][O:2][C:3]([C@@H:5]1[CH2:9][C@@H:8]([S:10]([C:13]2[CH:18]=[CH:17][C:16]([F:19])=[CH:15][C:14]=2[C:20]([F:23])([F:22])[F:21])(=[O:12])=[O:11])[CH2:7][N:6]1[C:24](=O)[CH2:25][C:26](=[O:28])[CH3:27])=[O:4].COC1C=CC(P2(SP(C3C=CC(OC)=CC=3)(=S)S2)=[S:39])=CC=1>>[CH3:1][O:2][C:3]([C@@H:5]1[CH2:9][C@@H:8]([S:10]([C:13]2[CH:18]=[CH:17][C:16]([F:19])=[CH:15][C:14]=2[C:20]([F:23])([F:22])[F:21])(=[O:12])=[O:11])[CH2:7][N:6]1[C:24](=[S:39])[CH2:25][C:26](=[O:28])[CH3:27])=[O:4]. Procedure details: In analogy to the procedure described in example 192 g, (2S,4R)-4-(4-fluoro-2-trifluoromethyl-benzenesulfonyl)-1-(3-oxo-butyryl)-pyrrolidine-2-carboxylic acid methyl ester was reacted with Lawesson's reagent to give the title compound as brown solid.